Dataset: the Open Reaction Database (ORD), a public repository of structured organic reaction records. Task: describe an organic reaction: reactants, conditions, products, and yield Starting materials: COCC(O)COC1CN(C(=O)OC(C)(C)C)CC(OCc2cc(OC)c3ccccc3c2)C1c1ccc(OCCCOCc2ccccc2OC)cc1, O=C([O-])O, CO, Cl, [Na+]. Yields the product COCC(O)COC1CNCC(OCc2cc(OC)c3ccccc3c2)C1c1ccc(OCCCOCc2ccccc2OC)cc1. As a reaction SMILES: [C:1]([O:2][C:3](=[O:4])[N:8]1[CH2:9][CH:10]([O:48][CH2:49][CH:50]([CH2:51][O:52][CH3:53])[OH:54])[CH:11]([c:28]2[cH:29][cH:30][c:31]([O:34][CH2:35][CH2:36][CH2:37][O:38][CH2:39][c:40]3[c:41]([O:46][CH3:47])[cH:42][cH:43][cH:44][cH:45]3)[cH:32][cH:33]2)[CH:12]([O:14][CH2:15][c:16]2[cH:17][c:18]3[cH:19][cH:20][cH:21][cH:22][c:23]3[c:24]([O:26][CH3:27])[cH:25]2)[CH2:13]1)([CH3:5])([CH3:6])[CH3:7].[C:56](=[O:57])([O-:58])[OH:59].[CH3:61][OH:62].[ClH:55].[Na+:60]>>[NH:8]1[CH2:9][CH:10]([O:48][CH2:49][CH:50]([CH2:51][O:52][CH3:53])[OH:54])[CH:11]([c:28]2[cH:29][cH:30][c:31]([O:34][CH2:35][CH2:36][CH2:37][O:38][CH2:39][c:40]3[c:41]([O:46][CH3:47])[cH:42][cH:43][cH:44][cH:45]3)[cH:32][cH:33]2)[CH:12]([O:14][CH2:15][c:16]2[cH:17][c:18]3[cH:19][cH:20][cH:21][cH:22][c:23]3[c:24]([O:26][CH3:27])[cH:25]2)[CH2:13]1.